Dataset: the Open Reaction Database (ORD), a public repository of structured organic reaction records. Task: describe an organic reaction: reactants, conditions, products, and yield Reactants: CC(=O)O, CO, Cl, CC(C)(C)OC(=O)NC(C)(C=O)c1cc(F)cc(F)c1, COC(=O)C1(N)CCCCC1. Product: COC(=O)C1(NCC(C)(NC(=O)OC(C)(C)C)c2cc(F)cc(F)c2)CCCCC1. Reaction SMILES: [C:33]([OH:34])(=[O:35])[CH3:36].[CH3:37][OH:38].[ClH:21].[F:1][c:2]1[cH:3][c:4]([C:9]([CH:10]=[O:11])([CH3:12])[NH:13][C:14]([O:15][C:16]([CH3:17])([CH3:18])[CH3:19])=[O:20])[cH:5][c:6]([F:8])[cH:7]1.[NH2:22][C:23]1([C:29](=[O:30])[O:31][CH3:32])[CH2:24][CH2:25][CH2:26][CH2:27][CH2:28]1>>[F:1][c:2]1[cH:3][c:4]([C:9]([CH2:10][NH:22][C:23]2([C:29](=[O:30])[O:31][CH3:32])[CH2:24][CH2:25][CH2:26][CH2:27][CH2:28]2)([CH3:12])[NH:13][C:14]([O:15][C:16]([CH3:17])([CH3:18])[CH3:19])=[O:20])[cH:5][c:6]([F:8])[cH:7]1. The reactants are OC(C[C@@]1(CCN(C(O1)=O)[C@@H](C)C1=CC=C(C=C1)B1OC(C(O1)(C)C)(C)C)C1=CC=CC=C1)(C)C ((S)-6-(2-hydroxy-2-methylpropyl)-6-phenyl-3-[(S)-1-(4-(4,4,5,5-tetramethyl-1,3,2-dioxaborolan-2-yl)phenyl)ethyl]-1,3-oxazinan-2-one), BrC=1C=NC(=NC1)C1CC1 (5-bromo-2-cyclopropyl-pyrimidine). As a reaction SMILES: [OH:1][C:2]([CH3:35])([CH3:34])[CH2:3][C@@:4]1([C:28]2[CH:33]=[CH:32][CH:31]=[CH:30][CH:29]=2)[O:9][C:8](=[O:10])[N:7]([C@H:11]([C:13]2[CH:18]=[CH:17][C:16](B3OC(C)(C)C(C)(C)O3)=[CH:15][CH:14]=2)[CH3:12])[CH2:6][CH2:5]1.Br[C:37]1[CH:38]=[N:39][C:40]([CH:43]2[CH2:45][CH2:44]2)=[N:41][CH:42]=1>>[CH:43]1([C:40]2[N:41]=[CH:42][C:37]([C:16]3[CH:15]=[CH:14][C:13]([C@@H:11]([N:7]4[CH2:6][CH2:5][C@:4]([CH2:3][C:2]([OH:1])([CH3:34])[CH3:35])([C:28]5[CH:33]=[CH:32][CH:31]=[CH:30][CH:29]=5)[O:9][C:8]4=[O:10])[CH3:12])=[CH:18][CH:17]=3)=[CH:38][N:39]=2)[CH2:45][CH2:44]1. Yields the product C1(CC1)C1=NC=C(C=N1)C1=CC=C(C=C1)[C@H](C)N1C(O[C@](CC1)(C1=CC=CC=C1)CC(C)(C)O)=O (3-{(S)-1-[4-(2-Cyclopropyl-pyrimidin-5-yl)-phenyl]-ethyl}-(S)-6-(2-hydroxy-2-methyl-propyl)-6-phenyl-[1,3]oxazinan-2-one). Procedure: The title compound was prepared from (S)-6-(2-hydroxy-2-methylpropyl)-6-phenyl-3-[(S)-1-(4-(4,4,5,5-tetramethyl-1,3,2-dioxaborolan-2-yl)phenyl)ethyl]-1,3-oxazinan-2-one and 5-bromo-2-cyclopropyl-pyrimidine (for preparation see WO 2006004532) following a procedure analogous to that described in Example 171. Mass spectrum (ESI+): m/z=472 [M+H]+. The reactants are ClC=1C=C(C=CC1Cl)[C@H]1[C@@H](CN(CCO1)C(=O)OC(C)(C)C)NC(=O)OCC[Si](C)(C)C (tert-butyl (6R,7S)-7-(3,4-dichlorophenyl)-6-({[2-(trimethylsilyl)ethoxy]carbonyl}amino)-1,4-oxazepane-4-carboxylate), [F-].C(CCC)[N+](CCCC)(CCCC)CCCC (tetra-n-butylammonium fluoride). The solvent is C(C)(=O)OCC (ethyl acetate), C1CCOC1 (THF). Reaction conditions: temperature 50 celsius, time 5 hour. Product: N[C@@H]1CN(CCO[C@H]1C1=CC(=C(C=C1)Cl)Cl)C(=O)OC(C)(C)C (tert-butyl (6R,7S)-6-amino-7-(3,4-dichlorophenyl)-1,4-oxazepane-4-carboxylate). The yield is 0.1%. RXN SMILES: [Cl:1][C:2]1[CH:3]=[C:4]([C@@H:9]2[O:15][CH2:14][CH2:13][N:12]([C:16]([O:18][C:19]([CH3:22])([CH3:21])[CH3:20])=[O:17])[CH2:11][C@H:10]2[NH:23]C(OCC[Si](C)(C)C)=O)[CH:5]=[CH:6][C:7]=1[Cl:8].[F-].C([N+](CCCC)(CCCC)CCCC)CCC>C1COCC1.C(OCC)(=O)C>[NH2:23][C@H:10]1[C@H:9]([C:4]2[CH:5]=[CH:6][C:7]([Cl:8])=[C:2]([Cl:1])[CH:3]=2)[O:15][CH2:14][CH2:13][N:12]([C:16]([O:18][C:19]([CH3:22])([CH3:21])[CH3:20])=[O:17])[CH2:11]1 |f:1.2|. Reported procedure: To a solution of tert-butyl (6R,7S)-7-(3,4-dichlorophenyl)-6-({[2-(trimethylsilyl)ethoxy]carbonyl}amino)-1,4-oxazepane-4-carboxylate (0.67 g) in THF (5 mL) was added tetra-n-butylammonium fluoride (5.2 mL) at room temperature, and the mixture was stirred at 50° C. for 5 hr. The reaction mixture was diluted with ethyl acetate. The diluted solution was washed with distilled water and brine, and dried over anhydrous magnesium sulfate. The solvent was evaporated under reduced pressure to give the ti... The reactants are CS(=O)(=O)CCN, Cc1ncc(C2C3CCc4cc(C(=O)O)ccc4C3=NN2c2ccc(C#N)c(Cl)c2)s1, Cl. Product: Cc1ncc(C2C3CCc4cc(C(=O)NCCS(C)(=O)=O)ccc4C3=NN2c2ccc(C#N)c(Cl)c2)s1. RXN SMILES: [CH3:33][S:34](=[O:35])(=[O:36])[CH2:37][CH2:38][NH2:39].[Cl:1][c:2]1[cH:3][c:4]([N:10]2[N:11]=[C:12]3[c:13]4[c:14]([cH:25][c:26]([C:29](=[O:30])[OH:31])[cH:27][cH:28]4)[CH2:15][CH2:16][CH:17]3[CH:18]2[c:19]2[cH:20][n:21][c:22]([CH3:24])[s:23]2)[cH:5][cH:6][c:7]1[C:8]#[N:9].[ClH:32]>>[Cl:1][c:2]1[cH:3][c:4]([N:10]2[N:11]=[C:12]3[c:13]4[c:14]([cH:25][c:26]([C:29](=[O:31])[NH:39][CH2:38][CH2:37][S:34]([CH3:33])(=[O:35])=[O:36])[cH:27][cH:28]4)[CH2:15][CH2:16][CH:17]3[CH:18]2[c:19]2[cH:20][n:21][c:22]([CH3:24])[s:23]2)[cH:5][cH:6][c:7]1[C:8]#[N:9]. Run in CN(C)C=O (DMF), O (water). The product is N=1N(N=CC1)C=1C=C(C=O)C=CC1 (3-(2H-1,2,3-triazol-2-yl)benzaldehyde). Reported procedure: In a sealed tube, a mixture of commercially available 3-iodobenzoic acid (2.000 g; 8.06 mmol), 1H-1,2,3-triazole (1.113 g; 16.12 mmol), trans-N,N′-dimethylcyclohexane-1,2-diamine (236 mg; 1.61 mmol), Cs2CO3 (5.362 g; 16.12 mmol), and CuI (76 mg; 0.40 mmol) in anh. DMF (10 ml) was heated to 120° C. for 16 h. After cooling to rt, water was added, and the mixture was extracted with AcOEt. The separated aq. layer was acidified with aq. 1 M HCl, and extracted with AcOEt (3×). The mixed organic layers... Reactants: IC=1C=C(C(=O)O)C=CC1 (3-iodobenzoic acid), N1N=NC=C1 (1H-1,2,3-triazole), CN[C@H]1[C@@H](CCCC1)NC (trans-N,N′-dimethylcyclohexane-1,2-diamine), C(=O)([O-])[O-].[Cs+].[Cs+] (Cs2CO3). The reagents and catalysts are [Cu]I (CuI). Run at temperature 120 celsius. As a reaction SMILES: I[C:2]1[CH:3]=[C:4]([CH:8]=[CH:9][CH:10]=1)[C:5]([OH:7])=O.[NH:11]1[CH:15]=[CH:14][N:13]=[N:12]1.CN[C@@H]1CCCC[C@H]1NC.C([O-])([O-])=O.[Cs+].[Cs+]>CN(C=O)C.[Cu]I.O>[N:11]1[N:12]([C:2]2[CH:3]=[C:4]([CH:8]=[CH:9][CH:10]=2)[CH:5]=[O:7])[N:13]=[CH:14][CH:15]=1 |f:3.4.5|.